Dataset: the Open Reaction Database (ORD), a public repository of structured organic reaction records. Task: describe an organic reaction: reactants, conditions, products, and yield Starting materials: CC(C)(C)C(=O)Nc1ccc(Br)cc1-c1ncccn1, CO, O=C(O)C(F)(F)F, O, O=[N+]([O-])O. Yields the product CC(C)(C)C(=O)Nc1c(-c2ncccn2)cc(Br)cc1[N+](=O)[O-]. As a reaction SMILES: [Br:1][c:2]1[cH:3][c:4](-[c:15]2[n:16][cH:17][cH:18][cH:19][n:20]2)[c:5]([NH:8][C:9]([C:10]([CH3:11])([CH3:12])[CH3:13])=[O:14])[cH:6][cH:7]1.[CH3:25][OH:26].[F:27][C:28]([F:29])([F:30])[C:31]([OH:32])=[O:33].[OH2:34].[OH:21][N+:22]([O-:23])=[O:24]>>[Br:1][c:2]1[cH:3][c:4](-[c:15]2[n:16][cH:17][cH:18][cH:19][n:20]2)[c:5]([NH:8][C:9]([C:10]([CH3:11])([CH3:12])[CH3:13])=[O:14])[c:6]([N+:22](=[O:21])[O-:23])[cH:7]1. Isolated yield 117.3%. Reported procedure: To a mixture of 674 mg (1.4 mmol) of 6-{4-chloro-3-[3-(dimethylamino)propoxy]phenyl}-5-(2-chlorophenyl)pyridine-2-carboxylic acid hydrochloride in 7 mL of anhydrous DMF are successively added, under argon and at room temperature, 240 mg (2.1 mmol) of N-hydroxysuccinimide and 401 mg (2.1 mmol) of EDC.HCl. After stirring for 18 hours, 1.31 mL (7.7 mmol) of DIEA and 304 mg (1.51 mmol) of tert-butyl(3S)-3-amino-4,4-dimethylpentanoate (J. Org. Chem., 1999, 64, 6411-6417) are successively added to the... Product: Cl.ClC1=C(C=C(C=C1)C1=C(C=CC(=N1)C(=O)N[C@@H](CC(=O)O)C(C)(C)C)C1=C(C=CC=C1)Cl)OCCCN(C)C ((3S)-3-({[6-{4-chloro-3-[3-(dimethylamino)propoxy]phenyl}-5-(2-chlorophenyl)pyridin-2-yl]carbonyl}-amino)-4,4-dimethylpentanoic acid hydrochloride). The reactants are CCN(C(C)C)C(C)C (DIEA), N[C@@H](CC(=O)OC(C)(C)C)C(C)(C)C (tert-butyl(3S)-3-amino-4,4-dimethylpentanoate), Cl (HCl), Cl.ClC1=C(C=C(C=C1)C1=C(C=CC(=N1)C(=O)O)C1=C(C=CC=C1)Cl)OCCCN(C)C (6-{4-chloro-3-[3-(dimethylamino)propoxy]phenyl}-5-(2-chlorophenyl)pyridine-2-carboxylic acid hydrochloride), CCN=C=NCCCN(C)C.Cl (EDC.HCl), ON1C(CCC1=O)=O (N-hydroxysuccinimide). Reaction SMILES: Cl.[Cl:2][C:3]1[CH:8]=[CH:7][C:6]([C:9]2[N:14]=[C:13]([C:15](O)=[O:16])[CH:12]=[CH:11][C:10]=2[C:18]2[CH:23]=[CH:22][CH:21]=[CH:20][C:19]=2[Cl:24])=[CH:5][C:4]=1[O:25][CH2:26][CH2:27][CH2:28][N:29]([CH3:31])[CH3:30].ON1C(=O)CCC1=O.CCN=C=NCCCN(C)C.Cl.CCN(C(C)C)C(C)C.[NH2:61][C@H:62]([C:71]([CH3:74])([CH3:73])[CH3:72])[CH2:63][C:64]([O:66]C(C)(C)C)=[O:65].Cl>CN(C=O)C.C(O)=O>[ClH:2].[Cl:2][C:3]1[CH:8]=[CH:7][C:6]([C:9]2[N:14]=[C:13]([C:15]([NH:61][C@H:62]([C:71]([CH3:74])([CH3:73])[CH3:72])[CH2:63][C:64]([OH:66])=[O:65])=[O:16])[CH:12]=[CH:11][C:10]=2[C:18]2[CH:23]=[CH:22][CH:21]=[CH:20][C:19]=2[Cl:24])=[CH:5][C:4]=1[O:25][CH2:26][CH2:27][CH2:28][N:29]([CH3:31])[CH3:30] |f:0.1,3.4,10.11|. Run at time 18 hour. Solvent: C(=O)O (formic acid), CN(C)C=O (DMF).